Dataset: the Open Reaction Database (ORD), a public repository of structured organic reaction records. Task: describe an organic reaction: reactants, conditions, products, and yield Reactants: [H-].[Na+] (sodium hydride), C1(=CC=CC=C1)S (benzenethiol), C(C)(C)(C)OC(=O)N1CCC2=C(CC1)C(=C(C=C2)Cl)CCl (3-tert-butoxycarbonyl-7-chloro-6-chloromethyl-2,3,4,5-tetrahydro-1H-benzo[d]azepine). Reagents/catalysts: [I-].[K+] (potassium iodide). Run in CN(C)C=O (DMF), CN(C)C=O (DMF). Conditions: time 5 minute. The product is C(C)(C)(C)OC(=O)N1CCC2=C(CC1)C(=C(C=C2)Cl)CSC2=CC=CC=C2 (3-tert-butoxycarbonyl-7-chloro-6-phenylthiomethyl-2,3,4,5-tetrahydro-1H-benzo[d]azepine). The yield is 97.1%. Reaction SMILES: [H-].[Na+].[C:3]1([SH:9])[CH:8]=[CH:7][CH:6]=[CH:5][CH:4]=1.[C:10]([O:14][C:15]([N:17]1[CH2:23][CH2:22][C:21]2[C:24]([CH2:29]Cl)=[C:25]([Cl:28])[CH:26]=[CH:27][C:20]=2[CH2:19][CH2:18]1)=[O:16])([CH3:13])([CH3:12])[CH3:11]>CN(C=O)C.[I-].[K+]>[C:10]([O:14][C:15]([N:17]1[CH2:23][CH2:22][C:21]2[C:24]([CH2:29][S:9][C:3]3[CH:8]=[CH:7][CH:6]=[CH:5][CH:4]=3)=[C:25]([Cl:28])[CH:26]=[CH:27][C:20]=2[CH2:19][CH2:18]1)=[O:16])([CH3:13])([CH3:12])[CH3:11] |f:0.1,5.6|. Reported procedure: Add sodium hydride (25 mg, 0.62 mmol, 60% dispersion in mineral oil) to benzenethiol (0.06 mL, 0.51 mmol) in anhydrous DMF (2 mL). Stir the mixture under nitrogen for 5 min and then add 3-tert-butoxycarbonyl-7-chloro-6-chloromethyl-2,3,4,5-tetrahydro-1H-benzo[d]azepine (198 mg, 0.51 mmol) in anhydrous DMF (2 mL) followed by catalytic potassium iodide (1 mg). Stir the reaction at 45° C. for 12 h then cool to room temperature and partition between EtOAc/water. Wash the organic phase with brine. Dr... The reactants are C(C)N (ethylamine), CS(=O)C(=C[N+](=O)[O-])SC (1-methylsulphinyl-1-methylthio-2-nitroethylene). Solvent: CO (methanol), CO (methanol). The product is CSC(=C[N+](=O)[O-])NCC (1-Methylthio-1-ethylamino-2-nitroethylene). The yield is 28.4%. RXN SMILES: [CH2:1]([NH2:3])[CH3:2].[CH3:4][S:5]([C:7](SC)=[CH:8][N+:9]([O-:11])=[O:10])=O>CO>[CH3:4][S:5][C:7]([NH:3][CH2:1][CH3:2])=[CH:8][N+:9]([O-:11])=[O:10]. Reported procedure: A solution in methanol (5 ml) of ethylamine (225 mg) was added dropwise over 2 minutes to a stirred solution in methanol (30 ml) at 32° of 1-methylsulphinyl-1-methylthio-2-nitroethylene (906 mg). Evaporation of the reaction mixture gave an oil which was crystallised from isopropanol to give the title product (230 mg) m.p. 66°-67.5°. The reactants are COc1ccc(B(O)O)cc1, C=CCc1c(OS(=O)(=O)C(F)(F)F)ccc2cc(OC)ccc12, [K+], [K+], [K+], C1COCCO1, O, O, O=P([O-])([O-])[O-], c1ccc(P(c2ccccc2)(c2ccccc2)[Pd](P(c2ccccc2)(c2ccccc2)c2ccccc2)(P(c2ccccc2)(c2ccccc2)c2ccccc2)P(c2ccccc2)(c2ccccc2)c2ccccc2)cc1. Product: C=CCc1c(-c2ccc(OC)cc2)ccc2cc(OC)ccc12. As a reaction SMILES: [CH3:1][O:2][c:3]1[cH:4][cH:5][c:6]([B:9]([OH:10])[OH:11])[cH:7][cH:8]1.[F:21][C:22]([F:23])([F:24])[S:25]([O:26][c:27]1[c:28]([CH2:39][CH:40]=[CH2:41])[c:29]2[cH:30][cH:31][c:32]([O:37][CH3:38])[cH:33][c:34]2[cH:35][cH:36]1)(=[O:42])=[O:43].[K+:18].[K+:19].[K+:20].[O:45]1[CH2:46][CH2:47][O:48][CH2:49][CH2:50]1.[OH2:12].[OH2:44].[P:13]([O-:14])([O-:15])([O-:16])=[O:17].[cH:51]1[cH:52][cH:53][c:54]([P:55]([Pd:56]([P:57]([c:58]2[cH:59][cH:60][cH:61][cH:62][cH:63]2)([c:64]2[cH:65][cH:66][cH:67][cH:68][cH:69]2)[c:70]2[cH:71][cH:72][cH:73][cH:74][cH:75]2)([P:76]([c:77]2[cH:78][cH:79][cH:80][cH:81][cH:82]2)([c:83]2[cH:84][cH:85][cH:86][cH:87][cH:88]2)[c:89]2[cH:90][cH:91][cH:92][cH:93][cH:94]2)[P:95]([c:96]2[cH:97][cH:98][cH:99][cH:100][cH:101]2)([c:102]2[cH:103][cH:104][cH:105][cH:106][cH:107]2)[c:108]2[cH:109][cH:110][cH:111][cH:112][cH:113]2)([c:114]2[cH:115][cH:116][cH:117][cH:118][cH:119]2)[c:120]2[cH:121][cH:122][cH:123][cH:124][cH:125]2)[cH:126][cH:127]1>>[CH3:1][O:2][c:3]1[cH:4][cH:5][c:6](-[c:27]2[c:28]([CH2:39][CH:40]=[CH2:41])[c:29]3[cH:30][cH:31][c:32]([O:37][CH3:38])[cH:33][c:34]3[cH:35][cH:36]2)[cH:7][cH:8]1. The reactants are CO, Cc1ccccc1C=CC(=O)O, O=S(Cl)Cl. Product: COC(=O)C=Cc1ccccc1C. Reaction SMILES: [CH3:17][OH:18].[CH3:1][c:2]1[c:3]([CH:4]=[CH:5][C:6](=[O:7])[OH:8])[cH:9][cH:10][cH:11][cH:12]1.[S:13]([Cl:14])([Cl:15])=[O:16]>>[CH3:1][c:2]1[c:3]([CH:4]=[CH:5][C:6]([O:7][CH3:17])=[O:8])[cH:9][cH:10][cH:11][cH:12]1. Reactants: CC(=O)c1ccc(OCc2ccccc2)c(F)c1, Cc1ccccc1, O, OCCO. The product is CC1(c2ccc(OCc3ccccc3)c(F)c2)OCCO1. RXN SMILES: [CH2:1]([c:2]1[cH:3][cH:4][cH:5][cH:6][cH:7]1)[O:8][c:9]1[c:10]([F:18])[cH:11][c:12]([C:15]([CH3:16])=[O:17])[cH:13][cH:14]1.[CH3:23][c:24]1[cH:25][cH:26][cH:27][cH:28][cH:29]1.[OH2:30].[OH:19][CH2:20][CH2:21][OH:22]>>[CH2:1]([c:2]1[cH:3][cH:4][cH:5][cH:6][cH:7]1)[O:8][c:9]1[c:10]([F:18])[cH:11][c:12]([C:15]2([CH3:16])[O:17][CH2:21][CH2:20][O:19]2)[cH:13][cH:14]1. The reactants are ClC1=C(C(=O)OC)C=C(C(=N1)C)F (methyl 2-chloro-5-fluoro-6-methylnicotinate), C[O-].[Na+] (sodium methanolate), O (water). Solvent: C1CCOC1 (THF). Conditions: temperature 60 celsius, time 6 hour. Yields the product FC=1C(=NC(=C(C(=O)OC)C1)OC)C (methyl 5-fluoro-2-methoxy-6-methylnicotinate). Yield: 32.0%. As a reaction SMILES: Cl[C:2]1[N:11]=[C:10]([CH3:12])[C:9]([F:13])=[CH:8][C:3]=1[C:4]([O:6][CH3:7])=[O:5].[CH3:14][O-:15].[Na+].O>C1COCC1>[F:13][C:9]1[C:10]([CH3:12])=[N:11][C:2]([O:15][CH3:14])=[C:3]([CH:8]=1)[C:4]([O:6][CH3:7])=[O:5] |f:1.2|. Procedure: To a stirred solution of methyl 2-chloro-5-fluoro-6-methylnicotinate (18) (0.8 g, 3.92 mmol,) in THF (35 mL) was added sodium methanolate (0.42 g, 7.85 mmol) at 0° C. The mixture was stirred at 60° C. for 6 hours and cooled to room temperature. Then the mixture was poured into water and extracted with dichloromethane (2×50 mL). The combined organic layer was washed with water, brine and solvent was evaporated under reduced pressure. The residue was purified by column chromatography on silica gel... The reactants are COC=1C(=C2C=CNC2=CC1)CN(C)C (1-(5-methoxy-1H-indol-4-yl)-N,N-dimethylmethanamine), COC=1C(=C2C=CNC2=CC1)CN(C)C (1-(5-methoxy-1H-indol-4-yl)-N,N-dimethylmethanamine), CN(C)C=O (DMF), CC1=C(C=CC=C1)S(=O)(=O)Cl (2-methylbenzene-1-sulfonyl chloride). Reaction conditions: time 15 minute. Yields the product COC=1C(=C2C=CN(C2=CC1)S(=O)(=O)C1=C(C=CC=C1)C)CN(C)C (1-{5-Methoxy-1-[(2-methylphenyl)sulfonyl]-1H-indol-4-yl}-N,N-dimethylmethanamine). Isolated yield 27.9%. RXN SMILES: [CH3:1][O:2][C:3]1[C:4]([CH2:12][N:13]([CH3:15])[CH3:14])=[C:5]2[C:9](=[CH:10][CH:11]=1)[NH:8][CH:7]=[CH:6]2.CN(C=O)C.[CH3:21][C:22]1[CH:27]=[CH:26][CH:25]=[CH:24][C:23]=1[S:28](Cl)(=[O:30])=[O:29]>>[CH3:1][O:2][C:3]1[C:4]([CH2:12][N:13]([CH3:14])[CH3:15])=[C:5]2[C:9](=[CH:10][CH:11]=1)[N:8]([S:28]([C:23]1[CH:24]=[CH:25][CH:26]=[CH:27][C:22]=1[CH3:21])(=[O:30])=[O:29])[CH:7]=[CH:6]2. Procedure details: To a solution of 1-(5-methoxy-11H-indol-4-yl)-N,N-dimethylmethanamine (15 mg, 0.07 mmol; Intermediate 97) in DMF (1 mL) NaH (4 mg, 0.15 mmol) was added at rt. The reaction mixture was stirred at rt for 15 min and 2-methylbenzene-1-sulfonyl chloride (21 mg, 0.11 mmol) was added. The reaction mixture was allowed to stir at rt over night. The reaction was quenched by addition of water. Purification by preparative HPLC/UV (System B) afforded the title product (7 mg, 28%) as a white solid. MS (ESI+) ... The reactants are O=[Ag], CC(c1ccccc1N1CCCCC1)C(C(N)=O)c1ccc(C=O)cc1, [Na+], [OH-]. Yields the product CC(c1ccccc1N1CCCCC1)C(C(N)=O)c1ccc(C(=O)O)cc1. As a reaction SMILES: [Ag:29]=[O:30].[N:1]1([c:7]2[c:8]([CH:13]([CH3:14])[CH:15]([c:16]3[cH:17][cH:18][c:19]([CH:20]=[O:21])[cH:22][cH:23]3)[C:24](=[O:25])[NH2:26])[cH:9][cH:10][cH:11][cH:12]2)[CH2:2][CH2:3][CH2:4][CH2:5][CH2:6]1.[Na+:28].[OH-:27]>>[N:1]1([c:7]2[c:8]([CH:13]([CH3:14])[CH:15]([c:16]3[cH:17][cH:18][c:19]([C:20](=[O:21])[OH:27])[cH:22][cH:23]3)[C:24](=[O:25])[NH2:26])[cH:9][cH:10][cH:11][cH:12]2)[CH2:2][CH2:3][CH2:4][CH2:5][CH2:6]1. The product is CC(Oc1ccccn1)C(=O)OCc1ccccc1. Starting materials: CC(O)C(=O)OCc1ccccc1, ClCCl, CCCCCC, Oc1ccccn1, c1ccc(P(c2ccccc2)c2ccccc2)cc1. Reaction SMILES: [C:8]([CH:9]([OH:10])[CH3:11])(=[O:12])[O:13][CH2:14][c:15]1[cH:16][cH:17][cH:18][cH:19][cH:20]1.[CH2:40]([Cl:41])[Cl:42].[CH3:43][CH2:44][CH2:45][CH2:46][CH2:47][CH3:48].[OH:1][c:2]1[n:3][cH:4][cH:5][cH:6][cH:7]1.[c:21]1([P:22]([c:23]2[cH:24][cH:25][cH:26][cH:27][cH:28]2)[c:29]2[cH:30][cH:31][cH:32][cH:33][cH:34]2)[cH:35][cH:36][cH:37][cH:38][cH:39]1>>[O:1]([c:2]1[n:3][cH:4][cH:5][cH:6][cH:7]1)[CH:9]([C:8](=[O:12])[O:13][CH2:14][c:15]1[cH:16][cH:17][cH:18][cH:19][cH:20]1)[CH3:11].